From a dataset of the Open Reaction Database (ORD), a public repository of structured organic reaction records. describe an organic reaction: reactants, conditions, products, and yield As a reaction SMILES: [CH2:11]1[CH2:12][CH2:13][NH:14][CH2:15][CH2:16]1.[CH3:17][N:18]([CH3:19])[CH:20]=[O:21].[F:1][c:2]1[cH:3][cH:4][c:5]([N+:8](=[O:9])[O-:10])[cH:6][cH:7]1>>[c:2]1([N:14]2[CH2:13][CH2:12][CH2:11][CH2:16][CH2:15]2)[cH:3][cH:4][c:5]([N+:8](=[O:9])[O-:10])[cH:6][cH:7]1. The product is O=[N+]([O-])c1ccc(N2CCCCC2)cc1. Starting materials: C1CCNCC1, CN(C)C=O, O=[N+]([O-])c1ccc(F)cc1. The reactants are COc1cc2ccc(=O)n(C)c2cc1C=O, NC1C2CCN(CC2)C1C(c1ccccc1)c1ccccc1. The product is COc1cc2ccc(=O)n(C)c2cc1CNC1C2CCN(CC2)C1C(c1ccccc1)c1ccccc1. As a reaction SMILES: [CH3:1][O:2][c:3]1[cH:4][c:5]2[cH:6][cH:7][c:8](=[O:16])[n:9]([CH3:15])[c:10]2[cH:11][c:12]1[CH:13]=[O:14].[NH2:17][CH:18]1[CH:19]([CH:26]([c:27]2[cH:28][cH:29][cH:30][cH:31][cH:32]2)[c:33]2[cH:34][cH:35][cH:36][cH:37][cH:38]2)[N:20]2[CH2:21][CH2:22][CH:23]1[CH2:24][CH2:25]2>>[CH3:1][O:2][c:3]1[cH:4][c:5]2[cH:6][cH:7][c:8](=[O:16])[n:9]([CH3:15])[c:10]2[cH:11][c:12]1[CH2:13][NH:17][CH:18]1[CH:19]([CH:26]([c:27]2[cH:28][cH:29][cH:30][cH:31][cH:32]2)[c:33]2[cH:34][cH:35][cH:36][cH:37][cH:38]2)[N:20]2[CH2:21][CH2:22][CH:23]1[CH2:24][CH2:25]2. Starting materials: ice, C1OC2=CC=C(C=C2O1)O (4,5-methylenedioxyphenol), BrBr (bromine). Run in C(C)(=O)O (acetic acid), C(C)(=O)O (acetic acid). The product is BrC1=C(C=C2C(=C1)OCO2)O (2-Bromo-4,5-methylenedioxyphenol). Reaction SMILES: [CH2:1]1[O:9][C:8]2[C:3](=[CH:4][CH:5]=[C:6]([OH:10])[CH:7]=2)[O:2]1.[Br:11]Br>C(O)(=O)C>[Br:11][C:5]1[CH:4]=[C:3]2[O:2][CH2:1][O:9][C:8]2=[CH:7][C:6]=1[OH:10]. Procedure: To a solution of 0.18 mol (25 g) of 4,5-methylenedioxyphenol in 125 ml of glacial acetic acid, a solution of 0.16 mol (29 g) of bromine in 145 ml of glacial acetic acid is added slowly, the temperature of the reaction medium being maintained at between 15° and 25° C. When the addition is complete, the reaction medium is poured into 1.5 liters of ice-cold water. The expected product precipitates. After being drained, it is washed with water until the solvent has been removed. After being dried un... The reactants are COc1cccc([N+](=O)[O-])c1N1CCCN(Cc2cnc(-c3ccccc3)s2)CC1, CCOC(C)=O. The product is COc1cccc(N)c1N1CCCN(Cc2cnc(-c3ccccc3)s2)CC1. As a reaction SMILES: [CH3:1][O:2][c:3]1[c:4]([N:12]2[CH2:13][CH2:14][N:15]([CH2:19][c:20]3[cH:21][n:22][c:23](-[c:25]4[cH:26][cH:27][cH:28][cH:29][cH:30]4)[s:24]3)[CH2:16][CH2:17][CH2:18]2)[c:5]([N+:9]([O-:10])=[O:11])[cH:6][cH:7][cH:8]1.[CH3:31][CH2:32][O:33][C:34](=[O:35])[CH3:36]>>[CH3:1][O:2][c:3]1[c:4]([N:12]2[CH2:13][CH2:14][N:15]([CH2:19][c:20]3[cH:21][n:22][c:23](-[c:25]4[cH:26][cH:27][cH:28][cH:29][cH:30]4)[s:24]3)[CH2:16][CH2:17][CH2:18]2)[c:5]([NH2:9])[cH:6][cH:7][cH:8]1. The product is COC(C1=CC=C(C=C1)C=1N=C(C2=C(N1)SC(=C2)[N+](=O)[O-])NCCC2=CC1=C(C=C2)OCO1)=O (4-[4-(3,4-methylenedioxyphenethylamino)-6-nitro-thieno-[2,3-d]-pyrimidin-2-yl]-benzoic acid methylester). Starting materials: C1OC=2C=C(CCN)C=CC2O1 (3,4-methylenedioxyphenethylamine), COC(C1=CC=C(C=C1)C=1N=C(C2=C(N1)SC(=C2)[N+](=O)[O-])Cl)=O (4-(4-chloro-6-nitro-thieno-[2,3-d]-pyrimidin-2-yl)-benzoic acid methylester). Reaction SMILES: [CH2:1]1[O:12][C:11]2[CH:10]=[CH:9][C:5]([CH2:6][CH2:7][NH2:8])=[CH:4][C:3]=2[O:2]1.[CH3:13][O:14][C:15](=[O:35])[C:16]1[CH:21]=[CH:20][C:19]([C:22]2[N:23]=[C:24](Cl)[C:25]3[CH:30]=[C:29]([N+:31]([O-:33])=[O:32])[S:28][C:26]=3[N:27]=2)=[CH:18][CH:17]=1>>[CH3:13][O:14][C:15](=[O:35])[C:16]1[CH:21]=[CH:20][C:19]([C:22]2[N:23]=[C:24]([NH:8][CH2:7][CH2:6][C:5]3[CH:9]=[CH:10][C:11]4[O:12][CH2:1][O:2][C:3]=4[CH:4]=3)[C:25]3[CH:30]=[C:29]([N+:31]([O-:33])=[O:32])[S:28][C:26]=3[N:27]=2)=[CH:18][CH:17]=1. Procedure details: The reaction procedure as above wherein 3,4-methylenedioxyphenethylamine is reacted with 4-(4-chloro-6-nitro-thieno-[2,3-d]-pyrimidin-2-yl)-benzoic acid methylester yields 4-[4-(3,4-methylenedioxyphenethylamino)-6-nitro-thieno-[2,3-d]-pyrimidin-2-yl]-benzoic acid methylester. Reaction SMILES: [C:1]([C:3]1[NH:7][CH:6]=[N:5][C:4]=1[NH:8][C:9]([C:11]1[CH:16]=[CH:15][N:14]=[CH:13][CH:12]=1)=[O:10])#[N:2].C(Cl)(=[O:24])C1C=CN=CC=1.FC1C=C(C=CC=1)C(Cl)=O.ClC1C=CC=C(C(OO)=O)C=1>C(OCC)(=O)C>[C:1]([C:3]1[NH:7][CH:6]=[N:5][C:4]=1[NH+:8]([O-:24])[C:9]([C:11]1[CH:16]=[CH:15][N:14]=[CH:13][CH:12]=1)=[O:10])#[N:2]. Starting materials: C(#N)C1=C(N=CN1)NC(=O)C1=CC=NC=C1 (N-(5-cyano-1H-imidazol-4-yl)-4-pyridinecarboxamide), ClC1=CC(=CC=C1)C(=O)OO (3-chloroperbenzoic acid), C(C1=CC=NC=C1)(=O)Cl (isonicotinoyl chloride), FC=1C=C(C(=O)Cl)C=CC1 (3-fluorobenzoyl chloride). Procedure details: To a stirred suspension of N-(5-cyano-1H-imidazol-4-yl)-4-pyridinecarboxamide (0.53 g, 0.0025 mole), which can be made by the procedure of Example 1 substituting isonicotinoyl chloride for the 3-fluorobenzoyl chloride, in 20 ml of ethyl acetate was added 3-chloroperbenzoic acid (0.65 g, 0.003 mole). The mixture was heated at reflux for 15 hours, cooled and the solid product collected by filtration. The solid was washed with ethyl acetate and dried under reduced pressure to give N-(5-cyano-1H-imi... The solvent is C(C)(=O)OCC (ethyl acetate). Yields the product C(#N)C1=C(N=CN1)[NH+](C(=O)C1=CC=NC=C1)[O-] (N-(5-cyano-1H-imidazol-4-yl)-4-pyridinecarboxamide N-oxide). Reactants: C1(=CC=CC=C1)C(OC1=CN(C(=CC1=O)CO)CC(OC)OC)C1=CC=CC=C1 (3-diphenylmethoxy-1-(2,2-dimethoxyethyl)-6-hydroxymethyl-4-pyridone). Reagents/catalysts: [O-2].[O-2].[Mn+4] (manganese dioxide). The product is C1(=CC=CC=C1)C(OC1=CN(C(=CC1=O)C=O)CC(OC)OC)C1=CC=CC=C1 (3-diphenylmethoxy-1-(2,2-dimethoxyethyl)-6-formyl-4pyridone). Reaction SMILES: [C:1]1([CH:7]([C:24]2[CH:29]=[CH:28][CH:27]=[CH:26][CH:25]=2)[O:8][C:9]2[C:14](=[O:15])[CH:13]=[C:12]([CH2:16][OH:17])[N:11]([CH2:18][CH:19]([O:22][CH3:23])[O:20][CH3:21])[CH:10]=2)[CH:6]=[CH:5][CH:4]=[CH:3][CH:2]=1>[O-2].[O-2].[Mn+4]>[C:24]1([CH:7]([C:1]2[CH:2]=[CH:3][CH:4]=[CH:5][CH:6]=2)[O:8][C:9]2[C:14](=[O:15])[CH:13]=[C:12]([CH:16]=[O:17])[N:11]([CH2:18][CH:19]([O:20][CH3:21])[O:22][CH3:23])[CH:10]=2)[CH:25]=[CH:26][CH:27]=[CH:28][CH:29]=1 |f:1.2.3|. Procedure details: Starting from 2.052 g of 3-diphenylmethoxy-1-(2,2-dimethoxyethyl)-6-hydroxymethyl-4-pyridone and 12.0 g of manganese dioxide, the title compound is obtained in the same manner as in Synthesis Example 2 as colorless crystal in a yield of 1.582 g. The reactants are COC1=NC(=NC(=C1)OC)C (4,6-dimethoxy-2-methylpyrimidine), C(=O)=O (carbon dioxide), C(CCC)[Li] (n-Butyllithium), C(C)(C)NC(C)C (di-isopropylamine). Run in O1CCCC1 (tetrahydrofuran), O (water), O1CCCC1 (tetrahydrofuran). Conditions: time 20 minute. Yields the product COC1=NC(=NC(=C1)OC)CC(=O)O ((4,6-dimethoxypyrimidin-2-yl)acetic acid). RXN SMILES: C([Li])CCC.C(NC(C)C)(C)C.[CH3:13][O:14][C:15]1[CH:20]=[C:19]([O:21][CH3:22])[N:18]=[C:17]([CH3:23])[N:16]=1.[C:24](=[O:26])=[O:25]>O1CCCC1.O>[CH3:22][O:21][C:19]1[CH:20]=[C:15]([O:14][CH3:13])[N:16]=[C:17]([CH2:23][C:24]([OH:26])=[O:25])[N:18]=1. Procedure details: n-Butyllithium (200 ml of 2N in pentane) was added dropwise over 30 minutes to a stirred solution of di-isopropylamine (40.4 g) in tetrahydrofuran (200 ml) at -70° C. under nitrogen. The mixture was stirred for 20 minutes and then 4,6-dimethoxy-2-methylpyrimidine (61.6 g) in tetrahydrofuran (200 ml) was added dropwise over 20 minutes. The mixture was stirred at -70° C. for 30 minutes before being poured onto a large excess of solid carbon dioxide. The mixture was allowed to warm to room temperat...